Dataset: the Open Reaction Database (ORD), a public repository of structured organic reaction records. Task: describe an organic reaction: reactants, conditions, products, and yield Starting materials: C(#C)C1=CC=C(C=C1)C(C)=O (1-(4-Ethynyl-phenyl)-ethanone), C(C)OC(\C=C/I)=O ((Z)-ethyl-3-iodoacrylate). Product: C(C)OC(C=CC#CC1=CC=C(C=C1)C(C)=O)=O (5-(4-Acetyl-phenyl)-pent-2-en-4-ynoic acid ethyl ester). Reaction SMILES: [C:1]([C:3]1[CH:8]=[CH:7][C:6]([C:9](=[O:11])[CH3:10])=[CH:5][CH:4]=1)#[CH:2].[CH2:12]([O:14][C:15](=[O:19])/[CH:16]=[CH:17]\I)[CH3:13]>>[CH2:12]([O:14][C:15](=[O:19])[CH:16]=[CH:17][C:2]#[C:1][C:3]1[CH:8]=[CH:7][C:6]([C:9](=[O:11])[CH3:10])=[CH:5][CH:4]=1)[CH3:13]. Procedure details: The general procedure was used to convert 1-(4-Ethynyl-phenyl)-ethanone and (Z)-ethyl-3-iodoacrylate to the title product. Purification by flash chromatography (440 mg, 20% ethyl acetate in hexane as the eluent) gave the analytically pure product as a light yellow oil (92% yield). 1H NMR (400 MHz, CDCl3) δ 7.93-7.90 (d, J=8.5, 2H), 7.60-7.58 (d, J=8.5, 2H), 6.38-6.35 (d, J=11.4, 1H), 6.20-6.18 (d, J=11.4, 1H), 4.28-4.23 (q, J=7.1, 2H), 2.58 (s, 3H), 1.34-1.30 (t, J=7.1, 3H). 13C NMR (100MHz, CDC... The reactants are [Li+].C[Si](C)(C)[N-][Si](C)(C)C (LiHMDS), FC1=C(C=CC(=C1)F)[N+](=O)[O-] (2,4-difluoronitrobenzene), FC1=C(C=CC=C1)N (2-fluorophenylamine). Run in C1CCOC1 (THF), C1CCOC1 (THF), C1CCOC1 (THF). Reaction conditions: temperature -70 celsius, time 15 minute. Yields the product FC=1C=CC(=C(C1)NC1=C(C=CC=C1)F)[N+](=O)[O-] ((5-Fluoro-2-nitrophenyl)-(2-fluorophenyl)amine). Yield: 96.7%. Reaction SMILES: [F:1][C:2]1[CH:7]=[CH:6][CH:5]=[CH:4][C:3]=1[NH2:8].[Li+].C[Si]([N-][Si](C)(C)C)(C)C.F[C:20]1[CH:25]=[C:24]([F:26])[CH:23]=[CH:22][C:21]=1[N+:27]([O-:29])=[O:28]>C1COCC1>[F:26][C:24]1[CH:23]=[CH:22][C:21]([N+:27]([O-:29])=[O:28])=[C:20]([NH:8][C:3]2[CH:4]=[CH:5][CH:6]=[CH:7][C:2]=2[F:1])[CH:25]=1 |f:1.2|. Procedure: A solution of 2-fluorophenylamine (1.47 g, 13.19 mmol) in anhydrous THF (20 mL) was cooled to −70° C. To this was added dropwise 1M LiHMDS in THF (25.14 mL, 25.14 mmol) over 10 minutes to afford a dark yellow solution. A solution of 2,4-difluoronitrobenzene (2.00 g, 12.57 mmol) in anhydrous THF (10 mL) was added dropwise to the yellow solution, to afford a purple solution. The was stirred at −70° C. for 15 minutes, before being allowed to reach RT. It was then quenched with saturated aqueous NH4... Starting materials: COC1=CC=C(CCl)C=C1 (p-Methoxybenzyl chloride), CN(C=O)C (N,N-Dimethylformamide), ClC1=C(C(=O)NC2=CC(=CC=C2)OC)C=CC=N1 (2-Chloro-N-(3-methoxyphenyl)nicotine amide), [H-].[Na+] (Sodium hydride). Solvent: O (water), ClCCl (dichloromethane). Conditions: temperature 0 celsius, time 20 minute. The product is ClC1=C(C(=O)N(C2=CC(=CC=C2)OC)CC2=CC=C(C=C2)OC)C=CC=N1 (2-Chloro-N-(4-methoxybenzyl)-N-(3-methoxyphenyl)nicotine amide). Yield: 83.1%. RXN SMILES: CN(C)C=O.[Cl:6][C:7]1[N:23]=[CH:22][CH:21]=[CH:20][C:8]=1[C:9]([NH:11][C:12]1[CH:17]=[CH:16][CH:15]=[C:14]([O:18][CH3:19])[CH:13]=1)=[O:10].[H-].[Na+].[CH3:26][O:27][C:28]1[CH:35]=[CH:34][C:31]([CH2:32]Cl)=[CH:30][CH:29]=1>O.ClCCl>[Cl:6][C:7]1[N:23]=[CH:22][CH:21]=[CH:20][C:8]=1[C:9]([N:11]([CH2:32][C:31]1[CH:34]=[CH:35][C:28]([O:27][CH3:26])=[CH:29][CH:30]=1)[C:12]1[CH:17]=[CH:16][CH:15]=[C:14]([O:18][CH3:19])[CH:13]=1)=[O:10] |f:2.3|. Procedure details: N,N-Dimethylformamide was added to the compound (972.4 mg, 3.1736 mmol) prepared in step 1 and the mixture was cooled to 0° C. Sodium hydride (380 mg, 9.52 mmol) was slowly added and the resulting mixture stirred at 0° C. for 20 minutes. p-Methoxybenzyl chloride (0.646 ml, 4.76 mmol) was added at 0° C. and the mixture stirred for 3 hours at room temperature. Once the reaction was completed, dichloromethane and water was added, the organic layer was dried over magnesium sulfate, and the solvent w... The reactants are [Na].COC1OCC(CO1)COC1=C(C(=NC=C1)CS(=O)C1=NC2=C(N1)C=CC=C2)C (2-(((4-((2-methoxy-1,3-dioxan-5-yl)methoxy)-3-methylpyridin-2-yl)methyl)sulfinyl)-1H-benzimidazole sodium salt), COCC1(OCCCO1)CCO (2-(2-(methoxymethyl)-1,3-dioxan-2-yl)ethanol). Yields the product [Na].COCC1(OCCCO1)CCOC1=C(C(=NC=C1)CS(=O)C1=NC2=C(N1)C=CC=C2)C (2-(((4-(2-(2-(methoxymethyl)-1,3-dioxan-2-yl)ethoxy)-3-methylpyridin-2-yl)methyl)sulfinyl)-1H-benzimidazole sodium salt). The yield is 7.0%. RXN SMILES: [Na:1].COC1OCC([CH2:10][O:11][C:12]2[CH:17]=[CH:16][N:15]=[C:14]([CH2:18][S:19]([C:21]3[NH:25][C:24]4[CH:26]=[CH:27][CH:28]=[CH:29][C:23]=4[N:22]=3)=[O:20])[C:13]=2[CH3:30])CO1.[CH3:31][O:32][CH2:33][C:34]1([CH2:40]CO)[O:39][CH2:38][CH2:37][CH2:36][O:35]1>>[Na:1].[CH3:31][O:32][CH2:33][C:34]1([CH2:40][CH2:10][O:11][C:12]2[CH:17]=[CH:16][N:15]=[C:14]([CH2:18][S:19]([C:21]3[NH:25][C:24]4[CH:26]=[CH:27][CH:28]=[CH:29][C:23]=4[N:22]=3)=[O:20])[C:13]=2[CH3:30])[O:39][CH2:38][CH2:37][CH2:36][O:35]1 |f:0.1,3.4,^1:0,42|. Procedure details: The same procedure as in the steps (6b) to (6f) of Example 6 was repeated using 2-(2-(methoxymethyl)-1,3-dioxan-2-yl)ethanol obtained in the step (36a) to obtain the title compound (304 mg, total yield: 7.0%) as a light yellow solid. Starting materials: O=Cc1c(Br)cccc1Br, CC(C)(C)c1ccc2c(=O)[nH]ncc2c1, O=C([O-])[O-], COc1ccnc2c1ccc1c(OC)ccnc12, [Cs+], [Cs+], [Cu]I, C1COCCO1. The product is CC(C)(C)c1ccc2c(=O)n(-c3cccc(Br)c3C=O)ncc2c1. Reaction SMILES: [Br:1][c:2]1[c:3]([CH:4]=[O:5])[c:6]([Br:10])[cH:7][cH:8][cH:9]1.[C:11]([CH3:12])([CH3:13])([CH3:14])[c:15]1[cH:16][c:17]2[cH:18][n:19][nH:20][c:21](=[O:25])[c:22]2[cH:23][cH:24]1.[C:26](=[O:27])([O-:28])[O-:29].[CH3:32][O:33][c:34]1[c:35]2[c:36]([c:37]3[c:38]([cH:39][cH:40]2)[c:41]([O:42][CH3:43])[cH:44][cH:45][n:46]3)[n:47][cH:48][cH:49]1.[Cs+:30].[Cs+:31].[Cu:50][I:51].[O:52]1[CH2:53][CH2:54][O:55][CH2:56][CH2:57]1>>[c:2]1(-[n:20]2[n:19][cH:18][c:17]3[cH:16][c:15]([C:11]([CH3:12])([CH3:13])[CH3:14])[cH:24][cH:23][c:22]3[c:21]2=[O:25])[c:3]([CH:4]=[O:5])[c:6]([Br:10])[cH:7][cH:8][cH:9]1. Starting materials: [Br-], O=C(O)CCCC[P+](c1ccccc1)(c1ccccc1)c1ccccc1, CCCCCc1ccc(C=O)cc1, C1CCOC1. The product is CCCCCc1ccc(C=CCCCC(=O)O)cc1. As a reaction SMILES: [Br-:14].[C:15](=[O:16])([OH:17])[CH2:18][CH2:19][CH2:20][CH2:21][P+:22]([c:23]1[cH:24][cH:25][cH:26][cH:27][cH:28]1)([c:29]1[cH:30][cH:31][cH:32][cH:33][cH:34]1)[c:35]1[cH:36][cH:37][cH:38][cH:39][cH:40]1.[CH2:1]([CH2:2][CH2:3][CH2:4][CH3:5])[c:6]1[cH:7][cH:8][c:9]([CH:10]=[O:11])[cH:12][cH:13]1.[CH2:41]1[O:42][CH2:43][CH2:44][CH2:45]1>>[CH2:1]([CH2:2][CH2:3][CH2:4][CH3:5])[c:6]1[cH:7][cH:8][c:9]([CH:10]=[CH:21][CH2:20][CH2:19][CH2:18][C:15](=[O:16])[OH:17])[cH:12][cH:13]1. Starting materials: C(OCCN)COCCN (2,2′-(ethylenedioxy)bis(ethylamine)), 3, crude product, C([O-])([O-])=O.[Na+].[Na+] (sodium carbonate), CC(CC(C)=O)C (4-methyl-2-pentanone). The solvent is ClCCl (dichloromethane), O (water), O (water). Conditions: temperature 23 celsius. Product: C(COCCNC(C)CC(C)C)OCCNC(C)CC(C)C (N,N′-((ethane-1,2-diylbis(oxy))bis(ethane-2,1-diyl))bis(4-methylpentan-2-amine)). Reaction SMILES: [CH2:1]([CH2:6][O:7][CH2:8][CH2:9][NH2:10])[O:2][CH2:3][CH2:4][NH2:5].[CH3:11][CH:12]([CH3:17])[CH2:13][C:14](=O)[CH3:15].C(=O)([O-])[O-].[Na+].[Na+]>ClCCl.O>[CH2:6]([O:7][CH2:8][CH2:9][NH:10][CH:14]([CH2:13][CH:12]([CH3:17])[CH3:11])[CH3:15])[CH2:1][O:2][CH2:3][CH2:4][NH:5][CH:14]([CH2:13][CH:12]([CH3:17])[CH3:11])[CH3:15] |f:2.3.4|. Reported procedure: A 1 liter 3 necked round bottomed flask fitted with condenser, mechanical stirrer, dropping funnel, thermocouple and nitrogen inlet at <20 mL/min was charged with 20 g (0.1350 mol) of 2,2′-(ethylenedioxy)bis(ethylamine) in 450 mL of dichloromethane. STAB (31.44 g) was added with stirring. 31.0 g of 4-methyl-2-pentanone was then added drop-wise to the suspension over 40 mins. After cooling to 23° C. with an ice bath the mixture was stirred at room temperature for about 1.5 hours and left standing... The reactants are OC(C)C=1C=C(N)C=CC1 (3-(1-hydroxyethyl)aniline), C(C)OC(=O)C1=C(C=CC=C1)N(C(CN=C=O)=O)CC(=O)N(C1=CC=CC=C1)C (2-[N-(2-ethoxycarbonylphenyl)isocyanatoacetamido]-N-methyl-N-phenylacetamide). The product is OC(C)C=1C=C(C=CC1)NC(NCC(=O)N(C1=C(C=CC=C1)C(=O)OCC)CC(=O)N(C1=CC=CC=C1)C)=O (2-[2-{3-[3-(1-hydroxyethyl)phenyl]ureido}-N-(2-ethoxycarbonylphenyl)acetamido]-N-methyl-N-phenyl acetamide). The yield is 59.9%. RXN SMILES: [OH:1][CH:2]([C:4]1[CH:5]=[C:6]([CH:8]=[CH:9][CH:10]=1)[NH2:7])[CH3:3].[CH2:11]([O:13][C:14]([C:16]1[CH:21]=[CH:20][CH:19]=[CH:18][C:17]=1[N:22]([CH2:29][C:30]([N:32]([CH3:39])[C:33]1[CH:38]=[CH:37][CH:36]=[CH:35][CH:34]=1)=[O:31])[C:23](=[O:28])[CH2:24][N:25]=[C:26]=[O:27])=[O:15])[CH3:12]>>[OH:1][CH:2]([C:4]1[CH:5]=[C:6]([NH:7][C:26](=[O:27])[NH:25][CH2:24][C:23]([N:22]([CH2:29][C:30]([N:32]([CH3:39])[C:33]2[CH:38]=[CH:37][CH:36]=[CH:35][CH:34]=2)=[O:31])[C:17]2[CH:18]=[CH:19][CH:20]=[CH:21][C:16]=2[C:14]([O:13][CH2:11][CH3:12])=[O:15])=[O:28])[CH:8]=[CH:9][CH:10]=1)[CH3:3]. Procedure details: Using a procedure similar to that described in Example 31, but starting with 3-(1-hydroxyethyl)aniline (0.86 g) and 2-[N-(2-ethoxycarbonylphenyl)isocyanatoacetamido]-N-methyl-N-phenylacetamide (2.8 g), and after recrystallisation in ethyl acetate, 2-[2-{3-[3-(1-hydroxyethyl)phenyl]ureido}-N-(2-ethoxycarbonylphenyl)acetamido]-N-methyl-N-phenyl acetamide (2 g), m.p. 195° C., is obtained.